From a dataset of the Open Reaction Database (ORD), a public repository of structured organic reaction records. describe an organic reaction: reactants, conditions, products, and yield Starting materials: Cl, CC(C)(C)OC(=O)NC1CSc2ccccc2N(Cc2cc(F)cc(F)c2)C1=O, C1COCCO1. The product is Cl, NC1CSc2ccccc2N(Cc2cc(F)cc(F)c2)C1=O. As a reaction SMILES: [ClH:30].[F:1][c:2]1[cH:3][c:4]([CH2:5][N:6]2[C:7](=[O:25])[CH:8]([NH:17][C:18](=[O:19])[O:20][C:21]([CH3:22])([CH3:23])[CH3:24])[CH2:9][S:10][c:11]3[c:12]2[cH:13][cH:14][cH:15][cH:16]3)[cH:26][c:27]([F:29])[cH:28]1.[O:31]1[CH2:32][CH2:33][O:34][CH2:35][CH2:36]1>>[ClH:30].[F:1][c:2]1[cH:3][c:4]([CH2:5][N:6]2[C:7](=[O:25])[CH:8]([NH2:17])[CH2:9][S:10][c:11]3[c:12]2[cH:13][cH:14][cH:15][cH:16]3)[cH:26][c:27]([F:29])[cH:28]1. Starting materials: [H-].[Al+3].[Li+].[H-].[H-].[H-] (lithium aluminum hydride), COC(CCC1(CCCC1)C(=O)OC)OC (Methyl 1-(3,3-dimethoxypropyl)cyclopentanecarboxylate), O (water). The solvent is CCOCC (ether), CCOCC (ether). Reaction conditions: time 4 hour. Yields the product COC(CCC1(CCCC1)CO)OC (1-(3,3-Dimethoxypropyl)cyclopentanemethanol). As a reaction SMILES: [CH3:1][O:2][CH:3]([O:15][CH3:16])[CH2:4][CH2:5][C:6]1([C:11](OC)=[O:12])[CH2:10][CH2:9][CH2:8][CH2:7]1.[H-].[Al+3].[Li+].[H-].[H-].[H-].O>CCOCC>[CH3:16][O:15][CH:3]([O:2][CH3:1])[CH2:4][CH2:5][C:6]1([CH2:11][OH:12])[CH2:10][CH2:9][CH2:8][CH2:7]1 |f:1.2.3.4.5.6|. Procedure details: A solution of 0.25 mol of the compound prepared in Stage A of Example 10 in 200 ml of ether is added dropwise to a suspension, stirred at 0° C., of 0.25 mol of lithium aluminum hydride in 200 ml of ether. When the addition is complete, the reaction medium is allowed to return to room temperature, and is then stirred for 4 hours at this temperature before being hydrolyzed by adding 20 ml of water. The salts are filtered off and washed twice with ether, and the filtrate is dried and concentrated. Reactants: [BH3-]C#N, CO, CC(=O)O, NC1COc2ccccc2NC1=O, [Na+], CCOC(=O)C(=O)CCc1ccccc1. The product is CCOC(=O)C(CCc1ccccc1)NC1COc2ccccc2NC1=O. RXN SMILES: [C:29]([BH3-:30])#[N:31].[CH3:33][OH:34].[CH3:35][C:36](=[O:37])[OH:38].[NH2:1][CH:2]1[CH2:3][O:4][c:5]2[c:6]([cH:10][cH:11][cH:12][cH:13]2)[NH:7][C:8]1=[O:9].[Na+:32].[O:14]=[C:15]([C:16](=[O:17])[O:18][CH2:19][CH3:20])[CH2:21][CH2:22][c:23]1[cH:24][cH:25][cH:26][cH:27][cH:28]1>>[NH:1]([CH:2]1[CH2:3][O:4][c:5]2[c:6]([cH:10][cH:11][cH:12][cH:13]2)[NH:7][C:8]1=[O:9])[CH:15]([C:16](=[O:17])[O:18][CH2:19][CH3:20])[CH2:21][CH2:22][c:23]1[cH:24][cH:25][cH:26][cH:27][cH:28]1.